Dataset: the Open Reaction Database (ORD), a public repository of structured organic reaction records. Task: describe an organic reaction: reactants, conditions, products, and yield Reactants: C(#N)C1=C(C=CC=C1)C1=CC(=C(C=C1)CC=1C(N(C=2N(C1CCC)N=C(N2)C)[C@@H]2C[C@H](C2)C(=O)N(C)OC)=O)F (trans-3-{6-[(2′-cyano-3-fluorobiphenyl-4-yl)methyl]-2-methyl-5-oxo-7-propyl[1,2,4]triazolo[1,5-a]pyrimidin-4(5H)-yl}-N-methoxy-N-methylcyclobutanecarboxamide), C[Mg]Br.O1CCCC1 (methylmagnesium bromide tetrahydrofuran). The solvent is [Cl-].[NH4+] (ammonium chloride), O1CCCC1 (tetrahydrofuran). Run at time 3 hour. The product is C(C)(=O)[C@@H]1C[C@H](C1)N1C=2N(C(=C(C1=O)CC1=C(C=C(C=C1)C=1C(=CC=CC1)C#N)F)CCC)N=C(N2)C (4′-{[4-(trans-3-acetylcyclobutyl)-2-methyl-5-oxo-7-propyl-4,5-dihydro[1,2,4]triazolo[1,5-a]pyrimidin-6-yl]methyl}-3′-fluorobiphenyl-2-carbonitrile), compound. The yield is 79.0%. As a reaction SMILES: [C:1]([C:3]1[CH:8]=[CH:7][CH:6]=[CH:5][C:4]=1[C:9]1[CH:14]=[CH:13][C:12]([CH2:15][C:16]2[C:17](=[O:39])[N:18]([C@H:29]3[CH2:32][C@H:31]([C:33](N(OC)C)=[O:34])[CH2:30]3)[C:19]3[N:20]([N:25]=[C:26]([CH3:28])[N:27]=3)[C:21]=2[CH2:22][CH2:23][CH3:24])=[C:11]([F:40])[CH:10]=1)#[N:2].[CH3:41][Mg]Br.O1CCCC1>O1CCCC1.[Cl-].[NH4+]>[C:33]([C@H:31]1[CH2:32][C@H:29]([N:18]2[C:17](=[O:39])[C:16]([CH2:15][C:12]3[CH:13]=[CH:14][C:9]([C:4]4[C:3]([C:1]#[N:2])=[CH:8][CH:7]=[CH:6][CH:5]=4)=[CH:10][C:11]=3[F:40])=[C:21]([CH2:22][CH2:23][CH3:24])[N:20]3[N:25]=[C:26]([CH3:28])[N:27]=[C:19]23)[CH2:30]1)(=[O:34])[CH3:41] |f:1.2,4.5|. Procedure details: To a solution of trans-3-{6-[(2′-cyano-3-fluorobiphenyl-4-yl)methyl]-2-methyl-5-oxo-7-propyl[1,2,4]triazolo[1,5-a]pyrimidin-4(5H)-yl}-N-methoxy-N-methylcyclobutanecarboxamide (1.90 g) in tetrahydrofuran (5 mL) was added 1 M methylmagnesium bromide-tetrahydrofuran solution (5.3 mL), and the mixture was stirred at room temperature for 3 hr. The reaction mixture was diluted with saturated aqueous ammonium chloride solution, and the mixture was extracted with ethyl acetate. The extract was washed wi... Starting materials: C(Cl)(Cl)(Cl)Cl.CCCCCC (carbon tetrachloride hexane), C(C1=CC=CC=C1)(=O)N1CCC2=CC=CC=C12 (1-Benzoyl-2,3-dihydro-1H-indole), Cl (hydrogen chloride), C=O (formaldehyde). Solvent: glacial acetix acid. The product is C(C1=CC=CC=C1)(=O)N1CCC2=CC(=CC=C12)CCl (1-benzoyl-5-chloromethyl-2,3-dihydro-1H-indole). Yield: 60.0%. RXN SMILES: [C:1]([N:9]1[C:17]2[C:12](=[CH:13][CH:14]=[CH:15][CH:16]=2)[CH2:11][CH2:10]1)(=[O:8])[C:2]1[CH:7]=[CH:6][CH:5]=[CH:4][CH:3]=1.C=O.Cl.[C:21](Cl)(Cl)(Cl)[Cl:22].CCCCCC>>[C:1]([N:9]1[C:17]2[C:12](=[CH:13][C:14]([CH2:21][Cl:22])=[CH:15][CH:16]=2)[CH2:11][CH2:10]1)(=[O:8])[C:2]1[CH:3]=[CH:4][CH:5]=[CH:6][CH:7]=1 |f:3.4|. Procedure: 1-Benzoyl-2,3-dihydro-1H-indole (Beilstein, 20, 257) (5.58 g, 25 mmole) is dissolved in 50 ml of glacial acetix acid, then 56 ml (ca 70 mmoles) of 40% formaldehyde are added, and dry hydrogen chloride passed into the solution which is maintained at 70° for 3 hours. The solution is evaporated, and the residue dissolved in benzene, and again evaporated to dryness to give 6.53 g of crude product. This residue is treated with carbon tetrachloride-hexane to give 4.05 g (60%) of 1-benzoyl-5-chlorometh... The reactants are [OH-].[Na+] (sodium hydroxide), [O-][O-].[Na+].[Na+] (sodium peroxide), FC(CCCI)(F)F (4,4,4-Trifluoro-1-iodobutane), solution, potassium triethyl, COC=1C=C2C=CN=CC2=CC1 (6-Methoxy-isoquinoline). Run in ClCCl (dichloromethane), O1CCCC1 (tetrahydrofuran). Reaction conditions: time 2 hour. The product is COC=1C=C2C(=CN=CC2=CC1)CCCC(F)(F)F (6-Methoxy-4-(4,4,4-trifluoro-butyl)-isoquinoline). Isolated yield 30.4%. RXN SMILES: [CH3:1][O:2][C:3]1[CH:4]=[C:5]2[C:10](=[CH:11][CH:12]=1)[CH:9]=[N:8][CH:7]=[CH:6]2.[F:13][C:14]([F:20])([F:19])[CH2:15][CH2:16][CH2:17]I.[OH-].[Na+].[O-][O-].[Na+].[Na+]>O1CCCC1.ClCCl>[CH3:1][O:2][C:3]1[CH:4]=[C:5]2[C:10](=[CH:11][CH:12]=1)[CH:9]=[N:8][CH:7]=[C:6]2[CH2:17][CH2:16][CH2:15][C:14]([F:20])([F:19])[F:13] |f:2.3,4.5.6|. Procedure details: 2 g 6-Methoxy-isoquinoline were dissolved in 25 mL of dry tetrahydrofuran. 12.56 mL of a 1 M solution of potassium triethyl borohydrate were added dropwise. The solution was allowed to stir at room temperature for 2 h, then 3.29 g of 4,4,4-Trifluoro-1-iodobutane were added dropwise. The solution was allowed to stir overnight, then 32 mL of 1M sodium hydroxide and 12 mL of sodium peroxide solution (35%) were added. Stirring was continued for another 3 hrs, then the solution was diluted with dichl... Reactants: C(C1=CC=CC=C1)OC(NC1=CC(=C(C=C1)N1N=NC(=C1)C)F)=O ([3-Fluoro-4-(4-methyl-[1,2,3]-triazol-1-yl)-phenyl]-carbamic acid benzyl ester), C(C1=CC=CC=C1)OC(NC1=CC(=C(C=C1)N1N=NC(=C1)C)F)=O ([3-Fluoro-4-(4-methyl-[1,2,3]-triazol-1-yl)-phenyl]-carbamic acid benzyl ester), C[Si]([N-][Si](C)(C)C)(C)C.[Li+] (lithium hexamethyldisilazide), R-(−)-glycidyl butyrate, C(C)(=O)OCC (ethyl acetate), Intermediate 25, acetone ethyl acetate chloroform hexanes, CC(=O)C (acetone). Yields the product FC=1C=C(C=CC1N1N=NC(=C1)C)N1C(O[C@H](C1)CO)=O ((5R)-3-[3-Fluoro-4-(4-methyl-1,2,3-triazol-1-yl)phenyl]-5-(hydroxymethyl)oxazolidin-2-one). RXN SMILES: C([O:8][C:9](=O)[NH:10][C:11]1[CH:16]=[CH:15][C:14]([N:17]2[CH:21]=[C:20]([CH3:22])[N:19]=[N:18]2)=[C:13]([F:23])[CH:12]=1)C1C=CC=CC=1.C[Si](C)(C)[N-][Si](C)(C)C.[Li+].[CH3:35][C:36]([CH3:38])=[O:37].C(OCC)(=[O:41])C>>[F:23][C:13]1[CH:12]=[C:11]([N:10]2[CH2:35][C@H:36]([CH2:38][OH:41])[O:37][C:9]2=[O:8])[CH:16]=[CH:15][C:14]=1[N:17]1[CH:21]=[C:20]([CH3:22])[N:19]=[N:18]1 |f:1.2|. Procedure details: [3-Fluoro-4-(4-methyl-[1,2,3]-triazol-1-yl)-phenyl]-carbamic acid benzyl ester (Intermediate 20) (56 g, 0.17 mol), lithium hexamethyldisilazide (LiHMDS) (1M/THF, 200 ml, 0.20 mol) and R-(−)-glycidyl butyrate (25 ml, 0.18 mol) were reacted following the procedure described for Intermediate 25. Chromatography on silica gel with 0-40% acetone in ethyl acetate, followed by trituration with acetone/ethyl acetate/chloroform/hexanes (300 ml/100 ml/100 ml/500 ml) overnight gave the title compound as an ... Starting materials: ClC=1C=C(C=CC1Cl)C1=CC(=NN1C1=CC=C(C=C1)OC)CO ([5-(3,4-dichlorophenyl)-1-(4-methoxyphenyl)-1H-pyrazol-3-yl]-methanol), CC(=O)OI1(C=2C=CC=CC2C(=O)O1)(OC(=O)C)OC(=O)C (Dess-Martin periodinane), [O-]S(=O)(=S)[O-].[Na+].[Na+] (Na2S2O3), CCOC(=O)C (EtOAc). Run in C(Cl)Cl (CH2Cl2), C(=O)(O)[O-].[Na+] (NaHCO3). Reaction conditions: time 3 hour. Product: ClC=1C=C(C=CC1Cl)C1=CC(=NN1C1=CC=C(C=C1)OC)C=O (5-(3,4-Dichloro-phenyl)-1-(4-methoxy-phenyl)-1H-pyrazole-3-carbaldehyde). Isolated yield 94.4%. Reaction SMILES: [Cl:1][C:2]1[CH:3]=[C:4]([C:9]2[N:13]([C:14]3[CH:19]=[CH:18][C:17]([O:20][CH3:21])=[CH:16][CH:15]=3)[N:12]=[C:11]([CH2:22][OH:23])[CH:10]=2)[CH:5]=[CH:6][C:7]=1[Cl:8].CC(OI1(OC(C)=O)(OC(C)=O)OC(=O)C2C=CC=CC1=2)=O.[O-]S([O-])(=S)=O.[Na+].[Na+].CCOC(C)=O>C(Cl)Cl.C([O-])(O)=O.[Na+]>[Cl:1][C:2]1[CH:3]=[C:4]([C:9]2[N:13]([C:14]3[CH:15]=[CH:16][C:17]([O:20][CH3:21])=[CH:18][CH:19]=3)[N:12]=[C:11]([CH:22]=[O:23])[CH:10]=2)[CH:5]=[CH:6][C:7]=1[Cl:8] |f:2.3.4,7.8|. Procedure details: To a stirred solution of [5-(3,4-dichlorophenyl)-1-(4-methoxyphenyl)-1H-pyrazol-3-yl]-methanol (Example 1 Step C, 1.0 g, 2.9 mmol) in CH2Cl2 (13 mL) under N2 was added Dess-Martin periodinane (2.1 g, 4.9 mmol) at rt. After 3 h, Na2S2O3 (5.0 g, 20 mmol) dissolved in saturated NaHCO3 (25 mL) and EtOAc (25 mL) were added, and the mixture was stirred until the layers were clear. The layers were separated, and the aqueous phase was extracted with EtOAc (3×15 mL). The combined organic extracts were dr... Reactants: CO, CCCC1CN(C(C)C)CCC1N1CCC(NC(=O)OCc2ccccc2)C1=O, [H][H]. Yields the product CCCC1CN(C(C)C)CCC1N1CCC(N)C1=O. Reaction SMILES: [CH3:32][OH:33].[CH:1]([CH3:2])([CH3:3])[N:4]1[CH2:5][CH:6]([CH2:27][CH2:28][CH3:29])[CH:7]([N:10]2[C:11](=[O:26])[CH:12]([NH:15][C:16](=[O:17])[O:18][CH2:19][c:20]3[cH:21][cH:22][cH:23][cH:24][cH:25]3)[CH2:13][CH2:14]2)[CH2:8][CH2:9]1.[H:30][H:31]>>[CH:1]([CH3:2])([CH3:3])[N:4]1[CH2:5][CH:6]([CH2:27][CH2:28][CH3:29])[CH:7]([N:10]2[C:11](=[O:26])[CH:12]([NH2:15])[CH2:13][CH2:14]2)[CH2:8][CH2:9]1. Reactants: ClC=1C=C(COC2=CC=C3C=C(C=NC3=C2)CO)C=CC1 ((7-((3-Chlorobenzyl)oxy)quinolin-3-yl)methanol), CCN(C(C)C)C(C)C (DIPEA), CS(=O)(=O)OCC=1C=NC2=CC(=CC=C2C1)OCC1=CC(=CC=C1)Cl ((7-((3-Chlorobenzyl)oxy)quinolin-3-yl)methyl methanesulfonate), CS(=O)(=O)Cl (methanesulfonyl chloride). Solvent: C1CCOC1 (THF). Conditions: time 8 hour. Product: ClC=1C=C(COC2=CC=C3C=C(C=NC3=C2)CN)C=CC1 ((7-((3-Chlorobenzyl)oxy)quinolin-3-yl)methanamine). Yield: 76.0%. As a reaction SMILES: CS(O[CH2:6][C:7]1[CH:8]=[N:9][C:10]2[C:15]([CH:16]=1)=[CH:14][CH:13]=[C:12]([O:17][CH2:18][C:19]1[CH:24]=[CH:23][CH:22]=[C:21]([Cl:25])[CH:20]=1)[CH:11]=2)(=O)=O.ClC1C=C(C=CC=1)COC1C=C2C(C=C(CO)C=[N:39]2)=CC=1.CCN(C(C)C)C(C)C.CS(Cl)(=O)=O>C1COCC1>[Cl:25][C:21]1[CH:20]=[C:19]([CH:24]=[CH:23][CH:22]=1)[CH2:18][O:17][C:12]1[CH:11]=[C:10]2[C:15]([CH:16]=[C:7]([CH2:6][NH2:39])[CH:8]=[N:9]2)=[CH:14][CH:13]=1. Procedure details: (7-((3-Chlorobenzyl)oxy)quinolin-3-yl)methyl methanesulfonate. To a solution of (7-((3-chlorobenzyl)oxy)quinolin-3-yl)methanol (Example 35, 55 mg, 0.18 mmol) in THF (1.8 mL) was added DIPEA (0.064 mL, 0.37 mmol), followed by methanesulfonyl chloride (0.014 mL, 0.18 mmol). The reaction was stirred at ambient temperature overnight. The crude reaction was loaded directly onto a column, purification (FCC, SiO2, 0-40%, EtOAc/hexanes) afforded the title compound as a white solid (44 mg, 76%). 1H NMR (... Reactants: ClCCCl, COC(=O)C(N)CCSC, CN(C)c1ccncc1, ClCCl, Cl, Cl, O=C(O)c1cc(OC(Cn2ccnc2)c2nccs2)ccc1CCc1ccc(F)cc1. The product is COC(=O)C(CCSC)NC(=O)c1cc(OC(Cn2ccnc2)c2nccs2)ccc1CCc1ccc(F)cc1. As a reaction SMILES: [CH2:43]([Cl:44])[CH2:45][Cl:46].[CH3:32][O:33][C:34]([CH:35]([NH2:36])[CH2:37][CH2:38][S:39][CH3:40])=[O:41].[CH3:48][N:49]([c:50]1[cH:51][cH:52][n:53][cH:54][cH:55]1)[CH3:56].[Cl:57][CH2:58][Cl:59].[ClH:42].[ClH:47].[s:1]1[c:2]([CH:6]([CH2:7][n:8]2[cH:9][n:10][cH:11][cH:12]2)[O:13][c:14]2[cH:15][cH:16][c:17]([CH2:23][CH2:24][c:25]3[cH:26][cH:27][c:28]([F:31])[cH:29][cH:30]3)[c:18]([C:19](=[O:20])[OH:21])[cH:22]2)[n:3][cH:4][cH:5]1>>[s:1]1[c:2]([CH:6]([CH2:7][n:8]2[cH:9][n:10][cH:11][cH:12]2)[O:13][c:14]2[cH:15][cH:16][c:17]([CH2:23][CH2:24][c:25]3[cH:26][cH:27][c:28]([F:31])[cH:29][cH:30]3)[c:18]([C:19](=[O:20])[NH:36][CH:35]([C:34]([O:33][CH3:32])=[O:41])[CH2:37][CH2:38][S:39][CH3:40])[cH:22]2)[n:3][cH:4][cH:5]1. Starting materials: IC1=C(C=CC=C1)Cl (o-iodochlorobenzene), CP(OCC)OCC (diethyl methylphosphonite), Cl (HCl). Yields the product ClC1=C(C=CC=C1)P(O)(=O)C (o-Chlorophenyl Methyl Phosphinic Acid). As a reaction SMILES: I[C:2]1[CH:7]=[CH:6][CH:5]=[CH:4][C:3]=1[Cl:8].[CH3:9][P:10]([O:14]CC)[O:11]CC.Cl>>[Cl:8][C:3]1[CH:4]=[CH:5][CH:6]=[CH:7][C:2]=1[P:10]([CH3:9])(=[O:11])[OH:14]. Procedure: After dissolving 4.8 grams of o-iodochlorobenzene in 10 ml. of diethyl methylphosphonite, the resulting solution is irradiated for 3 hours. After concentration under reduced pressure and vacuum distillation, a colorless oil is produced having a boiling point from 96°-100° C. (0.05- 0.1 mm. Hg.). The product is combined with 25 ml. of 12M HCl, and the mixture is refluxed for 2 hours. The solution is concentrated to leave a thick oil which crystallizes upon trituration with ether. Upon recrystalli... The reactants are CC(=O)OC1CCC2(C)C(=CCC3C2CCC2(C=O)C(OC(C)=O)CCC32)C1, C1CCNCC1, [Li]CCCC, CCCCCC, [Cl-], ClC[P+](c1ccccc1)(c1ccccc1)c1ccccc1, C1CCOC1. Yields the product CC(=O)OC1CCC2(C)C(=CCC3C2CCC2(C=CCl)C(OC(C)=O)CCC32)C1. Reaction SMILES: [C:1]([CH3:2])(=[O:3])[O:4][CH:5]1[CH2:6][C:7]2=[CH:8][CH2:9][CH:10]3[CH:11]4[CH2:12][CH2:13][CH:14]([O:25][C:26]([CH3:27])=[O:28])[C:15]4([CH:16]=[O:17])[CH2:18][CH2:19][CH:20]3[C:21]2([CH3:24])[CH2:22][CH2:23]1.[CH2:51]1[CH2:52][CH2:53][NH:54][CH2:55][CH2:56]1.[CH2:57]([Li:58])[CH2:59][CH2:60][CH3:61].[CH3:67][CH2:68][CH2:69][CH2:70][CH2:71][CH3:72].[Cl-:29].[Cl:30][CH2:31][P+:32]([c:33]1[cH:34][cH:35][cH:36][cH:37][cH:38]1)([c:39]1[cH:40][cH:41][cH:42][cH:43][cH:44]1)[c:45]1[cH:46][cH:47][cH:48][cH:49][cH:50]1.[O:62]1[CH2:63][CH2:64][CH2:65][CH2:66]1>>[C:1]([CH3:2])(=[O:3])[O:4][CH:5]1[CH2:6][C:7]2=[CH:8][CH2:9][CH:10]3[CH:11]4[CH2:12][CH2:13][CH:14]([O:25][C:26]([CH3:27])=[O:28])[C:15]4([CH:16]=[CH:31][Cl:30])[CH2:18][CH2:19][CH:20]3[C:21]2([CH3:24])[CH2:22][CH2:23]1.